From a dataset of the Open Reaction Database (ORD), a public repository of structured organic reaction records. describe an organic reaction: reactants, conditions, products, and yield Reaction SMILES: [C:1](#[N:2])[c:3]1[cH:4][c:5](-[c:9]2[cH:10][cH:11][c:12]([S:15](=[O:16])(=[O:17])[NH:18][CH:19]([CH:20]([CH3:21])[CH3:22])[C:23](=[O:24])[O:25][CH3:26])[cH:13][cH:14]2)[cH:6][cH:7][cH:8]1.[CH2:28]1[O:29][CH2:30][CH2:31][CH2:32]1.[NH3:27]>>[CH2:1]([NH2:2])[c:3]1[cH:4][c:5](-[c:9]2[cH:10][cH:11][c:12]([S:15](=[O:16])(=[O:17])[NH:18][CH:19]([CH:20]([CH3:21])[CH3:22])[C:23](=[O:24])[O:25][CH3:26])[cH:13][cH:14]2)[cH:6][cH:7][cH:8]1. Yields the product COC(=O)C(NS(=O)(=O)c1ccc(-c2cccc(CN)c2)cc1)C(C)C. Starting materials: COC(=O)C(NS(=O)(=O)c1ccc(-c2cccc(C#N)c2)cc1)C(C)C, C1CCOC1, N. Starting materials: FC1=CC=C(C=C1)CC1=CN=C2C(=C(C(N(C2=C1)CCCN1C(CCCCC1)=O)=O)C(=O)OCC)O (ethyl 7-[(4-fluorophenyl)methyl]-4-hydroxy-2-oxo-1-[3-(2-oxohexahydro-1H-azepin-1-yl)propyl]-1,2-dihydro-1,5-naphthyridine-3-carboxylate), NCCCN1C(CCC1)=O (1-(3-aminopropyl)-2-pyrrolidinone). The product is FC1=CC=C(C=C1)CC1=CN=C2C(=C(C(N(C2=C1)CCCN1C(CCCCC1)=O)=O)C(=O)NCCCN1C(CCC1)=O)O (7-[(4-fluorophenyl)methyl]-4-hydroxy-2-oxo-1-[3-(2-oxohexahydro-1H-azepin-1-yl)propyl]-N-[3-(2-oxo-1-pyrrolidinyl)propyl]-1,2-dihydro-1,5-naphthyridine-3-carboxamide). Reaction SMILES: [F:1][C:2]1[CH:7]=[CH:6][C:5]([CH2:8][C:9]2[CH:18]=[C:17]3[C:12]([C:13]([OH:36])=[C:14]([C:31](OCC)=[O:32])[C:15](=[O:30])[N:16]3[CH2:19][CH2:20][CH2:21][N:22]3[CH2:28][CH2:27][CH2:26][CH2:25][CH2:24][C:23]3=[O:29])=[N:11][CH:10]=2)=[CH:4][CH:3]=1.[NH2:37][CH2:38][CH2:39][CH2:40][N:41]1[CH2:45][CH2:44][CH2:43][C:42]1=[O:46]>>[F:1][C:2]1[CH:3]=[CH:4][C:5]([CH2:8][C:9]2[CH:18]=[C:17]3[C:12]([C:13]([OH:36])=[C:14]([C:31]([NH:37][CH2:38][CH2:39][CH2:40][N:41]4[CH2:45][CH2:44][CH2:43][C:42]4=[O:46])=[O:32])[C:15](=[O:30])[N:16]3[CH2:19][CH2:20][CH2:21][N:22]3[CH2:28][CH2:27][CH2:26][CH2:25][CH2:24][C:23]3=[O:29])=[N:11][CH:10]=2)=[CH:6][CH:7]=1. Procedure details: This compound was prepared from ethyl 7-[(4-fluorophenyl)methyl]-4-hydroxy-2-oxo-1-[3-(2-oxohexahydro-1H-azepin-1-yl)propyl]-1,2-dihydro-1,5-naphthyridine-3-carboxylate and 1-(3-aminopropyl)-2-pyrrolidinone using methods similar to Example 563 to provide an off-white solid: 1H NMR (300 MHz, DMSO-d6) δ ppm 1.54 (d, J=3.58 Hz, 4 H), 1.59-1.65 (m, 2 H), 1.65-1.81 (m, 4 H), 1.84-1.97 (m, 2 H), 2.21 (t, J=8.21 Hz, 2 H), 2.35-2.47 (m, 2 H), 3.24 (t, J=6.74 Hz, 2 H), 3.35 (td, J=7.05, 2.95 Hz, 8 H), 4.... Yields the product Nc1ccc(NNC(=O)c2ccccc2)cc1. Reactants: O=C(NNc1ccc([N+](=O)[O-])cc1)c1ccccc1, CCO, [H][H]. RXN SMILES: [C:1]([c:2]1[cH:3][cH:4][cH:5][cH:6][cH:7]1)(=[O:8])[NH:9][NH:10][c:11]1[cH:12][cH:13][c:14]([N+:17]([O-:18])=[O:19])[cH:15][cH:16]1.[CH3:22][CH2:23][OH:24].[H:20][H:21]>>[C:1]([c:2]1[cH:3][cH:4][cH:5][cH:6][cH:7]1)(=[O:8])[NH:9][NH:10][c:11]1[cH:12][cH:13][c:14]([NH2:17])[cH:15][cH:16]1. Starting materials: Brc1ccc2c(c1)CCN2, Cl, [K+], N#C[S-]. The product is NC(=S)N1CCc2cc(Br)ccc21. RXN SMILES: [Br:1][c:2]1[cH:3][c:4]2[c:8]([cH:9][cH:10]1)[NH:7][CH2:6][CH2:5]2.[ClH:15].[K+:11].[S-:12][C:13]#[N:14]>>[Br:1][c:2]1[cH:3][c:4]2[c:8]([cH:9][cH:10]1)[N:7]([C:13](=[S:12])[NH2:14])[CH2:6][CH2:5]2. The reactants are S(C)(=O)(=O)[O-] (mesylate), ice water, CS(=O)(=O)OC1CCN(CC1)C(=O)OC(C)(C)C (tert-butyl 4-[(methylsulfonyl)oxy]piperidine-1-carboxylate), N1N=CN=C1 (1,2,4-triazole), [H-].[Na+] (sodium hydride). Solvent: CN(C)C=O (DMF). Conditions: temperature 60 celsius, time 5 day. Yields the product N1(N=CN=C1)C1CCN(CC1)C(=O)OC(C)(C)C (tert-butyl 4-(1H-1,2,4-triazol-1-yl)piperidine-1-carboxylate). Reaction SMILES: CS(O[CH:6]1[CH2:11][CH2:10][N:9]([C:12]([O:14][C:15]([CH3:18])([CH3:17])[CH3:16])=[O:13])[CH2:8][CH2:7]1)(=O)=O.[NH:19]1[CH:23]=[N:22][CH:21]=[N:20]1.[H-].[Na+].S([O-])(=O)(=O)C>CN(C=O)C>[N:19]1([CH:6]2[CH2:11][CH2:10][N:9]([C:12]([O:14][C:15]([CH3:18])([CH3:17])[CH3:16])=[O:13])[CH2:8][CH2:7]2)[CH:23]=[N:22][CH:21]=[N:20]1 |f:2.3|. Procedure: To a stirred solution of: tert-butyl 4-[(methylsulfonyl)oxy]piperidine-1-carboxylate (5.9 g, 21.1 mmol) and 1,2,4-triazole (1.75 g, 1.2 equiv.) in DMF at ambient temperature was added sodium hydride (60% in mineral oil, 1.0 g, 1.2 equiv.). The mixture was stirred at 60° C. for 5 days, and the TLC showed no starting mesylate left. The mixture was poured into ice water and extracted with ethyl acetate (3×). The organic layer was dried, evaporated and purified by silica flash column eluting with 0-... Starting materials: C(C)(=O)OC1=C(N2C(C(C2SC1)N)=O)C(=O)O (3-acetyloxy-7-amino-8-oxo-5-thia-1-azabicyclo[4.2.0]oct-2-ene-2-carboxylic acid), NC(CCC(=O)Cl)CF (4-amino-4-fluoromethylbutyric acid chloride), C(C)(=O)OCC (ethyl acetate). The product is NC(CCC(=O)NC1C2SCC(=C(N2C1=O)C(=O)O)COC(C)=O)CF (7-[[4-amino-4-fluoromethylbutyryl]amino]-3-acetyloxymethyl-8-oxo-5-thia-1-azabicyclo[4.2.0]oct-2-ene-2-carboxylic acid). RXN SMILES: C(O[C:5]1[CH2:12][S:11][CH:10]2[N:7]([C:8](=[O:14])[CH:9]2[NH2:13])[C:6]=1[C:15]([OH:17])=[O:16])(=O)C.[NH2:18][CH:19]([CH2:25][F:26])[CH2:20][CH2:21][C:22](Cl)=[O:23].[C:27]([O:30][CH2:31]C)(=[O:29])[CH3:28]>>[NH2:18][CH:19]([CH2:25][F:26])[CH2:20][CH2:21][C:22]([NH:13][CH:9]1[C:8](=[O:14])[N:7]2[CH:10]1[S:11][CH2:12][C:5]([CH2:31][O:30][C:27](=[O:29])[CH3:28])=[C:6]2[C:15]([OH:17])=[O:16])=[O:23]. Reported procedure: A mixture of 1 g of 3-acetyloxy-7-amino-8-oxo-5-thia-1-azabicyclo[4.2.0]oct-2-ene-2-carboxylic acid and 1 g of 4-amino-4-fluoromethylbutyric acid chloride wherein the free amino group is protected with tert-butoxycarbonyl in 50 ml of ethyl acetate is refluxed for two hours after which the solvent is removed leaving a residue which is treated with mild acid and chromatographed on silica gel using benzene-acetone as the eluant to give 7-[[4-amino-4-fluoromethylbutyryl]amino]-3-acetyloxymethyl-8-ox...